Dataset: the Open Reaction Database (ORD), a public repository of structured organic reaction records. Task: describe an organic reaction: reactants, conditions, products, and yield Starting materials: CCOC(=O)c1nc(-c2ccc(Cl)cc2)c(-c2ccc(Cl)cc2Cl)n1C, NN1CCCCC1. The product is Cn1c(C(=O)NN2CCCCC2)nc(-c2ccc(Cl)cc2)c1-c1ccc(Cl)cc1Cl. As a reaction SMILES: [Cl:1][c:2]1[cH:3][cH:4][c:5](-[c:8]2[n:9][c:10]([C:22](=[O:23])[O:24][CH2:25][CH3:26])[n:11]([CH3:21])[c:12]2-[c:13]2[c:14]([Cl:20])[cH:15][c:16]([Cl:19])[cH:17][cH:18]2)[cH:6][cH:7]1.[NH2:27][N:28]1[CH2:29][CH2:30][CH2:31][CH2:32][CH2:33]1>>[Cl:1][c:2]1[cH:3][cH:4][c:5](-[c:8]2[n:9][c:10]([C:22](=[O:23])[NH:27][N:28]3[CH2:29][CH2:30][CH2:31][CH2:32][CH2:33]3)[n:11]([CH3:21])[c:12]2-[c:13]2[c:14]([Cl:20])[cH:15][c:16]([Cl:19])[cH:17][cH:18]2)[cH:6][cH:7]1. The reactants are CC1=CC=2C(=NC=CC2B(O)O)N1 ((2-methyl-1H-pyrrolo[2,3-b]pyridin-4-yl)boronic acid), CC1=CC=2C(=NC=CC2B(O)O)N1 ((2-methyl-1H-pyrrolo[2,3-b]pyridin-4-yl)boronic acid), P(=O)([O-])([O-])[O-].[K+].[K+].[K+] (tripotassium phosphate), BrC=1C=C(C2=CN(N=C2C1)C1OCCCC1)NC(=O)C1=CC=NN1C(C)C (N-[6-bromo-2-(tetrahydro-2H-pyran-2-yl)-2H-indazol-4-yl]-1-(1-methylethyl)-1H-pyrazole-5-carboxamide), CC1=CC=2C(=NC=CC2B(O)O)N1 ((2-methyl-1H-pyrrolo[2,3-b]pyridin-4-yl)boronic acid), P(=O)([O-])([O-])[O-].[K+].[K+].[K+] (tripotassium phosphate), O1CCOCC1 (1,4-dioxane). Reagents/catalysts: catalyst, catalyst, catalyst. The solvent is CO (methanol), O (water). Reaction conditions: temperature 100 celsius, time 30 minute. Yields the product CC(C)N1N=CC=C1C(=O)NC1=C2C=NNC2=CC(=C1)C1=C2C(=NC=C1)NC(=C2)C (1-(1-Methylethyl)-N-[6-(2-methyl-1H-pyrrolo[2,3-b]pyridin-4-yl)-1H-indazol-4-yl]-1H-pyrazole-5-carboxamide). Reaction SMILES: Br[C:2]1[CH:3]=[C:4]([NH:17][C:18]([C:20]2[N:24]([CH:25]([CH3:27])[CH3:26])[N:23]=[CH:22][CH:21]=2)=[O:19])[C:5]2[C:9]([CH:10]=1)=[N:8][N:7](C1CCCCO1)[CH:6]=2.[CH3:28][C:29]1[NH:40][C:32]2=[N:33][CH:34]=[CH:35][C:36](B(O)O)=[C:31]2[CH:30]=1.P([O-])([O-])([O-])=O.[K+].[K+].[K+].O1CCOCC1>CO.O>[CH3:27][CH:25]([N:24]1[C:20]([C:18]([NH:17][C:4]2[CH:3]=[C:2]([C:36]3[CH:35]=[CH:34][N:33]=[C:32]4[NH:40][C:29]([CH3:28])=[CH:30][C:31]=34)[CH:10]=[C:9]3[C:5]=2[CH:6]=[N:7][NH:8]3)=[O:19])=[CH:21][CH:22]=[N:23]1)[CH3:26] |f:2.3.4.5|. Procedure: A microwave vial was charged with N-[6-bromo-2-(tetrahydro-2H-pyran-2-yl)-2H-indazol-4-yl]-1-(1-methylethyl)-1H-pyrazole-5-carboxamide (70 mg), (2-methyl-1H-pyrrolo[2,3-b]pyridin-4-yl)boronic acid (29 mg), tripotassium phosphate (103 mg) and Solvias catalyst (9 mg), 1,4-dioxane (1.2 ml) and water (0.24 ml). The reaction was heated under microwave irradiation at 100° C. for 30 min, twice. Further (2-methyl-1H-pyrrolo[2,3-b]pyridin-4-yl)boronic acid (10 mg) and Solvias catalyst (9 mg) were added a... Starting materials: BrCc1ccccc1, O=C([O-])[O-], O=C(O)C1CCc2[nH]c3ccccc3c2C1, CN(C)C=O, Cl, [K+], [K+]. Yields the product O=C(OCc1ccccc1)C1CCc2[nH]c3ccccc3c2C1. Reaction SMILES: [Br:23][CH2:24][c:25]1[cH:26][cH:27][cH:28][cH:29][cH:30]1.[C:1](=[O:2])([O-:3])[O-:4].[CH2:7]1[CH2:8][CH:9]([C:20](=[O:21])[OH:22])[CH2:10][c:11]2[c:12]3[cH:13][cH:14][cH:15][cH:16][c:17]3[nH:18][c:19]21.[CH3:32][N:33]([CH3:34])[CH:35]=[O:36].[ClH:31].[K+:5].[K+:6]>>[CH2:7]1[CH2:8][CH:9]([C:20](=[O:21])[O:22][CH2:24][c:25]2[cH:26][cH:27][cH:28][cH:29][cH:30]2)[CH2:10][c:11]2[c:12]3[cH:13][cH:14][cH:15][cH:16][c:17]3[nH:18][c:19]21. Starting materials: CC(C)(C)OC(=O)NC(Cc1ccccc1)C(=O)O, CCOC(C)=O, CC(C)N=C=NC(C)C, Nc1ccc(-c2nnc(CSCCOc3ccccc3)o2)cc1, C1CCOC1, On1nnc2ccccc21. The product is CC(C)(C)OC(=O)NC(Cc1ccccc1)C(=O)Nc1ccc(-c2nnc(CSCCOc3ccccc3)o2)cc1. Reaction SMILES: [C:24](=[O:25])([O:26][C:27]([CH3:28])([CH3:29])[CH3:30])[NH:31][CH:32]([CH2:33][c:34]1[cH:35][cH:36][cH:37][cH:38][cH:39]1)[C:40](=[O:41])[OH:42].[CH3:67][CH2:68][O:69][C:70](=[O:71])[CH3:72].[CH:53]([N:54]=[C:55]=[N:56][CH:57]([CH3:58])[CH3:59])([CH3:60])[CH3:61].[O:1]([c:2]1[cH:3][cH:4][cH:5][cH:6][cH:7]1)[CH2:8][CH2:9][S:10][CH2:11][c:12]1[o:13][c:14](-[c:17]2[cH:18][cH:19][c:20]([NH2:23])[cH:21][cH:22]2)[n:15][n:16]1.[O:62]1[CH2:63][CH2:64][CH2:65][CH2:66]1.[OH:43][n:44]1[c:45]2[cH:46][cH:47][cH:48][cH:49][c:50]2[n:51][n:52]1>>[O:1]([c:2]1[cH:3][cH:4][cH:5][cH:6][cH:7]1)[CH2:8][CH2:9][S:10][CH2:11][c:12]1[o:13][c:14](-[c:17]2[cH:18][cH:19][c:20]([NH:23][C:40]([CH:32]([NH:31][C:24](=[O:25])[O:26][C:27]([CH3:28])([CH3:29])[CH3:30])[CH2:33][c:34]3[cH:35][cH:36][cH:37][cH:38][cH:39]3)=[O:41])[cH:21][cH:22]2)[n:15][n:16]1.